This data is from the Open Reaction Database (ORD), a public repository of structured organic reaction records. The task is: describe an organic reaction: reactants, conditions, products, and yield The reactants are O=C(Cl)c1ccccc1, CC1(C)OC2C(CO)OC(n3ncc4c(N)ncnc43)C2O1. The product is CC1(C)OC2C(CO)OC(n3ncc4c(NC(=O)c5ccccc5)ncnc43)C2O1. As a reaction SMILES: [C:23]([c:24]1[cH:25][cH:26][cH:27][cH:28][cH:29]1)(=[O:30])[Cl:31].[NH2:1][c:2]1[c:3]2[c:4]([n:5][cH:6][n:7]1)[n:8]([CH:11]1[O:12][CH:13]([CH2:21][OH:22])[CH:14]3[CH:15]1[O:16][C:17]([CH3:19])([CH3:20])[O:18]3)[n:9][cH:10]2>>[NH:1]([c:2]1[c:3]2[c:4]([n:5][cH:6][n:7]1)[n:8]([CH:11]1[O:12][CH:13]([CH2:21][OH:22])[CH:14]3[CH:15]1[O:16][C:17]([CH3:19])([CH3:20])[O:18]3)[n:9][cH:10]2)[C:23]([c:24]1[cH:25][cH:26][cH:27][cH:28][cH:29]1)=[O:30]. The reactants are ClC1=C2C(=NC=C1C(=O)OCC)N(N=C2)C2=CC=CC=C2 (Ethyl 4-chloro-1-phenyl-1H-pyrazolo[3,4-b]pyridine-5-carboxylate), COC1=CC=C(C=C1)S(=O)(=O)NCC=1C=NC=CC1 ((4-methoxybenzenesulfonyl)(3-pyridinylmethyl) amine), [H-].[Na+] (sodium hydride). The product is COC1=CC=C(C=C1)S(=O)(=O)N(C1=C2C(=NC=C1C(=O)OCC)N(N=C2)C2=CC=CC=C2)CC=2C=NC=CC2 (ethyl 4-[(4-methoxybenzenesulfonyl)pyridin-3-ylmethylamino]-1-phenyl-1H-pyrazolo[3,4-b]pyridine-5-carboxylate). As a reaction SMILES: Cl[C:2]1[C:7]([C:8]([O:10][CH2:11][CH3:12])=[O:9])=[CH:6][N:5]=[C:4]2[N:13]([C:16]3[CH:21]=[CH:20][CH:19]=[CH:18][CH:17]=3)[N:14]=[CH:15][C:3]=12.[CH3:22][O:23][C:24]1[CH:29]=[CH:28][C:27]([S:30]([NH:33][CH2:34][C:35]2[CH:36]=[N:37][CH:38]=[CH:39][CH:40]=2)(=[O:32])=[O:31])=[CH:26][CH:25]=1.[H-].[Na+]>>[CH3:22][O:23][C:24]1[CH:25]=[CH:26][C:27]([S:30]([N:33]([CH2:34][C:35]2[CH:36]=[N:37][CH:38]=[CH:39][CH:40]=2)[C:2]2[C:7]([C:8]([O:10][CH2:11][CH3:12])=[O:9])=[CH:6][N:5]=[C:4]3[N:13]([C:16]4[CH:21]=[CH:20][CH:19]=[CH:18][CH:17]=4)[N:14]=[CH:15][C:3]=23)(=[O:31])=[O:32])=[CH:28][CH:29]=1 |f:2.3|. Reported procedure: Following the procedure of Example 38, the product of Example 33 is reacted with (4-methoxybenzenesulfonyl)(3-pyridinylmethyl) amine and sodium hydride to provide ethyl 4-[(4-methoxybenzenesulfonyl)pyridin-3-ylmethylamino]-1-phenyl-1H-pyrazolo[3,4-b]pyridine-5-carboxylate. m.p. 89°-91° C. The reactants are O (water), CCCC[Sn](CCCC)(CCCC)O[Sn](CCCC)(CCCC)CCCC (bis(tributyltin) oxide), C(CCC)N(CCO)CCCC (N,N-dibutylethanolamine). Solvent: C1=CC=CC=C1 (benzene). Product: C(CCC)[Sn](CCCC)(CCCC)OCCN(CCCC)CCCC (N,N-Dibutylaminoethyl Tributylstannyl Ether), red-orange liquid. Reaction SMILES: CCCC[Sn]([O:14][Sn:15]([CH2:24][CH2:25][CH2:26][CH3:27])([CH2:20][CH2:21][CH2:22][CH3:23])[CH2:16][CH2:17][CH2:18][CH3:19])(CCCC)CCCC.[CH2:28]([N:32]([CH2:36][CH2:37][CH2:38][CH3:39])[CH2:33][CH2:34]O)[CH2:29][CH2:30][CH3:31].O>C1C=CC=CC=1>[CH2:24]([Sn:15]([O:14][CH2:34][CH2:33][N:32]([CH2:36][CH2:37][CH2:38][CH3:39])[CH2:28][CH2:29][CH2:30][CH3:31])([CH2:16][CH2:17][CH2:18][CH3:19])[CH2:20][CH2:21][CH2:22][CH3:23])[CH2:25][CH2:26][CH3:27]. Reported procedure: N,N-Dibutylaminoethyl Tributylstannyl Ether is prepared from 59.6 gm (0.1 mole) bis(tributyltin) oxide and 34.6 gm (0.2 mole) N,N-dibutylethanolamine in 200 ml benzene. This is stirred and heated to reflux in a system that contains a Dean-Starke tube. After 30 minutes water began to collect in the Dean-Starke tube and after refluxing for a period of 22 hours a total of 1.8 ml of water (theory 1.8 ml) had collected. A rotating evaporator is used to remove the benzene and to provide 95.1 gm of red...